This data is from the Open Reaction Database (ORD), a public repository of structured organic reaction records. The task is: describe an organic reaction: reactants, conditions, products, and yield The reactants are COc1cc(OC)c2c(CNC(=O)OC(C)(C)C)ncc(C(=O)N(C)Cc3cccnc3)c2c1, CCOC(C)=O, Cl. Product: Cl, COc1cc(OC)c2c(CN)ncc(C(=O)N(C)Cc3cccnc3)c2c1. Reaction SMILES: [C:1]([O:2][C:3](=[O:4])[NH:7][CH2:8][c:9]1[n:10][cH:11][c:12]([C:23]([N:24]([CH2:25][c:26]2[cH:27][n:28][cH:29][cH:30][cH:31]2)[CH3:32])=[O:33])[c:13]2[cH:14][c:15]([O:21][CH3:22])[cH:16][c:17]([O:19][CH3:20])[c:18]12)([CH3:5])([CH3:6])[CH3:34].[CH3:36][CH2:37][O:38][C:39]([CH3:40])=[O:41].[ClH:35]>>[ClH:35].[NH2:7][CH2:8][c:9]1[n:10][cH:11][c:12]([C:23]([N:24]([CH2:25][c:26]2[cH:27][n:28][cH:29][cH:30][cH:31]2)[CH3:32])=[O:33])[c:13]2[cH:14][c:15]([O:21][CH3:22])[cH:16][c:17]([O:19][CH3:20])[c:18]12.